describe an organic reaction: reactants, conditions, products, and yield From a dataset of the Open Reaction Database (ORD), a public repository of structured organic reaction records. RXN SMILES: [CH2:1]([S:8][C:9]1[C:14]2[N:15]=[C:16]([N:25]3[CH2:30][CH2:29][NH:28][CH2:27][CH2:26]3)[N:17]=[C:18]([N:19]3[CH2:24][CH2:23][O:22][CH2:21][CH2:20]3)[C:13]=2[N:12]=[CH:11][N:10]=1)[C:2]1[CH:7]=[CH:6][CH:5]=[CH:4][CH:3]=1.[C:31](Cl)(=[O:33])[CH3:32]>CC(C)=O>[C:31]([N:28]1[CH2:27][CH2:26][N:25]([C:16]2[N:17]=[C:18]([N:19]3[CH2:20][CH2:21][O:22][CH2:23][CH2:24]3)[C:13]3[N:12]=[CH:11][N:10]=[C:9]([S:8][CH2:1][C:2]4[CH:7]=[CH:6][CH:5]=[CH:4][CH:3]=4)[C:14]=3[N:15]=2)[CH2:30][CH2:29]1)(=[O:33])[CH3:32]. The product is C(C)(=O)N1CCN(CC1)C=1N=C(C2=C(N1)C(=NC=N2)SCC2=CC=CC=C2)N2CCOCC2 (2-(N-Acetyl-piperazino)-8-benzylthio-4-morpholino-pyrimido-[5,4-d]-pyrimidine). The solvent is CC(=O)C (acetone). Reactants: C(C1=CC=CC=C1)SC1=NC=NC2=C1N=C(N=C2N2CCOCC2)N2CCNCC2 (8-benzylthio-4-morpholino-2-piperazino-pyrimido-[5,4-d]-pyrimidine), C(C)(=O)Cl (acetyl chloride). Procedure: A suspension of 2.1 gm (0.005 mol) of 8-benzylthio-4-morpholino-2-piperazino-pyrimido-[5,4-d]-pyrimidine (m.p.: 191°-193° C.) in 150 ml of acetone was refluxed for 30 minutes after addition of 0.8 gm (0.01 mol) of acetyl chloride. The solvent was then evaporated in vacuo, and the residue was taken up in approximately 200 ml of water. The reaction product was suction-filtered off, washed with water and dried.